Dataset: the Open Reaction Database (ORD), a public repository of structured organic reaction records. Task: describe an organic reaction: reactants, conditions, products, and yield The reactants are [Al+3], C1CCOC1, CON(C)C(=O)c1cc(NS(=O)(=O)c2ccc(Cl)cc2Cl)ncc1Sc1ccc(S(=O)(=O)N2CCCCC2)cc1, Cl, [H-], [H-], [H-], [H-], [Li+], [Na+], O=C([O-])O. Product: O=Cc1cc(NS(=O)(=O)c2ccc(Cl)cc2Cl)ncc1Sc1ccc(S(=O)(=O)N2CCCCC2)cc1. RXN SMILES: [Al+3:2].[CH2:53]1[O:54][CH2:55][CH2:56][CH2:57]1.[Cl:7][c:8]1[c:9]([S:15](=[O:16])(=[O:17])[NH:18][c:19]2[cH:20][c:21]([C:22](=[O:23])[N:24]([O:25][CH3:26])[CH3:27])[c:28]([S:31][c:32]3[cH:33][cH:34][c:35]([S:38](=[O:39])(=[O:40])[N:41]4[CH2:42][CH2:43][CH2:44][CH2:45][CH2:46]4)[cH:36][cH:37]3)[cH:29][n:30]2)[cH:10][cH:11][c:12]([Cl:14])[cH:13]1.[ClH:47].[H-:1].[H-:4].[H-:5].[H-:6].[Li+:3].[Na+:52].[O-:48][C:49]([OH:50])=[O:51]>>[Cl:7][c:8]1[c:9]([S:15](=[O:16])(=[O:17])[NH:18][c:19]2[cH:20][c:21]([CH:22]=[O:23])[c:28]([S:31][c:32]3[cH:33][cH:34][c:35]([S:38](=[O:39])(=[O:40])[N:41]4[CH2:42][CH2:43][CH2:44][CH2:45][CH2:46]4)[cH:36][cH:37]3)[cH:29][n:30]2)[cH:10][cH:11][c:12]([Cl:14])[cH:13]1. Reactants: O=C1N(C(C2=CC=CC=C12)=O)C1=C(C=C(C=C1)S(=O)(=O)N(C)C)O (4-(1,3-dioxoisoindolin-2-yl)-3-hydroxy-N,N-dimethylbenzenesulfonamide), C(=O)([O-])[O-].[K+].[K+] (K2CO3), IC (iodomethane). Solvent: CCO (EtOH). Run at temperature 100 celsius, time 60 minute. Product: O=C1N(C(C2=CC=CC=C12)=O)C1=C(C=C(C=C1)S(=O)(=O)N(C)C)OC (4-(1,3-Dioxoisoindolin-2-yl)-3-methoxy-N,N-dimethylbenzenesulfonamide). Yield: 57.8%. Reaction SMILES: [O:1]=[C:2]1[C:10]2[C:5](=[CH:6][CH:7]=[CH:8][CH:9]=2)[C:4](=[O:11])[N:3]1[C:12]1[CH:17]=[CH:16][C:15]([S:18]([N:21]([CH3:23])[CH3:22])(=[O:20])=[O:19])=[CH:14][C:13]=1[OH:24].[C:25]([O-])([O-])=O.[K+].[K+].IC>CCO>[O:11]=[C:4]1[C:5]2[C:10](=[CH:9][CH:8]=[CH:7][CH:6]=2)[C:2](=[O:1])[N:3]1[C:12]1[CH:17]=[CH:16][C:15]([S:18]([N:21]([CH3:22])[CH3:23])(=[O:19])=[O:20])=[CH:14][C:13]=1[O:24][CH3:25] |f:1.2.3|. Reported procedure: A suspension of 4-(1,3-dioxoisoindolin-2-yl)-3-hydroxy-N,N-dimethylbenzenesulfonamide (Preparation 106, 83 mg, 0.240 mmol), K2CO3 (50 mg, 0.359 mmol) and iodomethane (0.1 mL, 1.60 mmol) in EtOH (4 mL) was stirred at 100° C. under microwave irradiation for 60 minutes. When cooled, the resulting crystals (50 mg, 58%) obtained were filtered, washed with EtOH and dried to afford the title compound.